Dataset: the Open Reaction Database (ORD), a public repository of structured organic reaction records. Task: describe an organic reaction: reactants, conditions, products, and yield The product is COC(=O)C(CNC(=O)c1ccccc1)C(C)O. As a reaction SMILES: [C:1]([c:2]1[cH:3][cH:4][cH:5][cH:6][cH:7]1)(=[O:8])[NH:9][CH2:10][CH:11]([C:12](=[O:13])[O:14][CH3:15])[C:16]([CH3:17])=[O:18].[Cl:19][CH:20]([Cl:21])[CH3:22]>>[C:1]([c:2]1[cH:3][cH:4][cH:5][cH:6][cH:7]1)(=[O:8])[NH:9][CH2:10][CH:11]([C:12](=[O:13])[O:14][CH3:15])[CH:16]([CH3:17])[OH:18]. Starting materials: COC(=O)C(CNC(=O)c1ccccc1)C(C)=O, CC(Cl)Cl. Starting materials: C(C1=CC=CC=C1)N1C[C@H]2N(CC1)C(CC2)=O ((S)-(−)-2-benzylhexahydropyrrolo[1,2-a]pyrazin-6(7H)-one), C(=O)[O-].[NH4+] (ammonium formate). The reagents and catalysts are [Pd] (Pd/C). The solvent is CO (MeOH). Product: C1[C@H]2N(CCN1)C(CC2)=O ((S)-(−)-Hexahydropyrrolo[1,2-a]pyrazin-6(7H)-one). The yield is 82.1%. As a reaction SMILES: C([N:8]1[CH2:13][CH2:12][N:11]2[C:14](=[O:17])[CH2:15][CH2:16][C@H:10]2[CH2:9]1)C1C=CC=CC=1.C([O-])=O.[NH4+]>CO.[Pd]>[CH2:9]1[NH:8][CH2:13][CH2:12][N:11]2[C:14](=[O:17])[CH2:15][CH2:16][C@@H:10]12 |f:1.2|. Procedure details: A mixture of (S)-(−)-2-benzylhexahydropyrrolo[1,2-a]pyrazin-6(7H)-one (2 g, 8.69 mmol), ammonium formate (3.83 g, 60.8 mmol) and 10% Pd/C (500 mg) in MeOH (90 ml) was refluxed for 2 hours. After cooling to room temperature, the catalyst was filtered off and the solvent evaporated under vacuum. The residue was purified by flash chromatography (DCM/MeOH/32% NH4OH, 70/30/3 respectively) to afford the title compound as a colourless oil (1 g, 82% yield). Reactants: tert-butyl 2-hydroxyethyl (methyl)carbamate, C(C)(=O)OCC (Ethyl acetate), ClC=1C=C(C(=O)Cl)C=CC1 (3-chlorobenzoyl chloride), N1=CC=CC=C1 (pyridine), C(C)(=O)OCC (ethyl acetate). Reaction conditions: time 1 hour. Product: Cl.ClC=1C=C(C(=O)OCCNC)C=CC1 (2-(Methylamino)ethyl 3-chlorobenzoate hydrochloride). RXN SMILES: [Cl:1][C:2]1[CH:3]=[C:4]([CH:8]=[CH:9][CH:10]=1)[C:5](Cl)=[O:6].[N:11]1[CH:16]=CC=[CH:13][CH:12]=1.C(OCC)(=[O:19])C>>[ClH:1].[Cl:1][C:2]1[CH:3]=[C:4]([CH:8]=[CH:9][CH:10]=1)[C:5]([O:19][CH2:13][CH2:12][NH:11][CH3:16])=[O:6] |f:3.4|. Procedure: To a mixture of tert-butyl 2-hydroxyethyl (methyl)carbamate (1.75 g) obtained in Reference Example 1 and ethyl acetate (10 mL) were added 3-chlorobenzoyl chloride (1.92 g) and pyridine (0.97 mL). After stirring at room temperature for 1 hr., the mixture was stirred at 60° C. for 6 hrs. Ethyl acetate (80 mL) was added to the reaction mixture, and the mixture was washed with water (20 mL), a saturated aqueous sodium hydrogen carbonate solution (20 mL) and water (20 mL), and dried over anhydrous ma... Starting materials: ClCC=1C=CC2=C(N(C3=C(O2)N=CC=N3)COC)C1 (8-chloromethyl-10-methoxymethyl-10H-pyrazino[2,3-b][1,4]-benzoxazine), N1C=NC=C1 (imidazole). The product is N1(C=NC=C1)C=1C=CC2=C(NC3=C(O2)N=CC=N3)C1 (8-(Imidazol-1-yl)-10H-pyrazino[2,3-b][1,4]benzoxazine). As a reaction SMILES: ClC[C:3]1[CH:4]=[CH:5][C:6]2[O:11][C:10]3[N:12]=[CH:13][CH:14]=[N:15][C:9]=3[N:8](COC)[C:7]=2[CH:19]=1.[NH:20]1[CH:24]=[CH:23][N:22]=[CH:21]1>>[N:20]1([C:3]2[CH:4]=[CH:5][C:6]3[O:11][C:10]4[N:12]=[CH:13][CH:14]=[N:15][C:9]=4[NH:8][C:7]=3[CH:19]=2)[CH:24]=[CH:23][N:22]=[CH:21]1. Reported procedure: The following compound was obtained by reacting 8-chloromethyl-10-methoxymethyl-10H-pyrazino[2,3-b][1,4]-benzoxazine with imidazole and then treating by the same method as the one of Example 8. Procedure details: A stirred solution of 2-amino-4-nitrobenzoic acid (Aldrich; 18.2 g, 100 mmol) in dry THF (500 mL) at 20° C., is treated with a solution of borane-THF complex (BH3-THF; Fluka; 100 mL of 1.0 M), dropwise over 45 min to regulate the gas evolution. The mixture is then heated at 65° C. for 2 h. The stirred mixture is then cooled to 0° C., treated with water (20 mL) and warmed to RT. Upon the cessation of gas evolution, hydrochloric acid (20 mL of 12 M) is added and the mixture is then heated at 65° C... The reactants are NC1=C(C(=O)O)C=CC(=C1)[N+](=O)[O-] (2-amino-4-nitrobenzoic acid), B.C1CCOC1 (borane THF), Cl (hydrochloric acid), O (water). Run in C1CCOC1 (THF). Reaction conditions: temperature 65 celsius. As a reaction SMILES: [NH2:1][C:2]1[CH:10]=[C:9]([N+:11]([O-:13])=[O:12])[CH:8]=[CH:7][C:3]=1[C:4](O)=[O:5].B.C1COCC1.O.Cl>C1COCC1>[NH2:1][C:2]1[CH:10]=[C:9]([N+:11]([O-:13])=[O:12])[CH:8]=[CH:7][C:3]=1[CH2:4][OH:5] |f:1.2|. Yields the product NC1=C(C=CC(=C1)[N+](=O)[O-])CO (2-Amino-4-nitrobenzenemethanol).